This data is from the Open Reaction Database (ORD), a public repository of structured organic reaction records. The task is: describe an organic reaction: reactants, conditions, products, and yield Reactants: [OH-].[Li+] (lithium hydroxide), N1=CC=CC2=CC(=CC=C12)C1(CC1)C1=CN=C2N1C=C(C=N2)N2N=CC(=C2)C(=O)OCC (Ethyl 1-[3-(1-quinolin-6-ylcyclopropyl)imidazo[1,2-a]pyrimidin-6-yl]-1H-pyrazole-4-carboxylate), Cl (HCl). Run in O (water), CO (methanol). Conditions: temperature 50 celsius, time 2 hour. The product is N1=CC=CC2=CC(=CC=C12)C1(CC1)C1=CN=C2N1C=C(C=N2)N2N=CC(=C2)C(=O)O (1-[3-(1-quinolin-6-ylcyclopropyl)imidazo[1,2-a]pyrimidin-6-yl]-1H-pyrazole-4-carboxylic acid). RXN SMILES: [N:1]1[C:10]2[C:5](=[CH:6][C:7]([C:11]3([C:14]4[N:18]5[CH:19]=[C:20]([N:23]6[CH:27]=[C:26]([C:28]([O:30]CC)=[O:29])[CH:25]=[N:24]6)[CH:21]=[N:22][C:17]5=[N:16][CH:15]=4)[CH2:13][CH2:12]3)=[CH:8][CH:9]=2)[CH:4]=[CH:3][CH:2]=1.[OH-].[Li+].Cl>CO.O>[N:1]1[C:10]2[C:5](=[CH:6][C:7]([C:11]3([C:14]4[N:18]5[CH:19]=[C:20]([N:23]6[CH:27]=[C:26]([C:28]([OH:30])=[O:29])[CH:25]=[N:24]6)[CH:21]=[N:22][C:17]5=[N:16][CH:15]=4)[CH2:13][CH2:12]3)=[CH:8][CH:9]=2)[CH:4]=[CH:3][CH:2]=1 |f:1.2|. Procedure details: Ethyl 1-[3-(1-quinolin-6-ylcyclopropyl)imidazo[1,2-a]pyrimidin-6-yl]-1H-pyrazole-4-carboxylate (0.42 g, 1.0 mmol) was dissolved in methanol (10 mL), and was treated with an aqueous solution of lithium hydroxide (0.048 g, 2.0 mmol) in water (5 mL). The mixture was stirred at 50° C. for 2 h, cooled to RT, neutralized with 1N HCl (2 mL). The volatiles were removed under reduced pressure. The residue was co-evaporated with toluene (3×), and dried to afford the desired product which was directly used... The reactants are [OH-].[K+] (KOH), COC1=C(C=CC=C1)S (2-methoxythiophenol), ClC(C(=O)OC)C(=O)OC (dimethyl chloromalonate). Run in C(C)O (ethanol), C(C)O (ethanol). Conditions: time 1 hour. The product is COC1=C(C=CC=C1)SC(C(=O)OC)C(=O)OC (dimethyl (2-methoxy-phenylsulphanyl)malonate). Reaction SMILES: [OH-].[K+].[CH3:3][O:4][C:5]1[CH:10]=[CH:9][CH:8]=[CH:7][C:6]=1[SH:11].Cl[CH:13]([C:18]([O:20][CH3:21])=[O:19])[C:14]([O:16][CH3:17])=[O:15]>C(O)C>[CH3:3][O:4][C:5]1[CH:10]=[CH:9][CH:8]=[CH:7][C:6]=1[S:11][CH:13]([C:18]([O:20][CH3:21])=[O:19])[C:14]([O:16][CH3:17])=[O:15] |f:0.1|. Reported procedure: 1 g of KOH was added to a solution of 2.2 ml of 2-methoxythiophenol in 30 ml of ethanol. The reaction mixture was treated at room temperature with a solution of dimethyl chloromalonate in 5 ml of ethanol, stirred for 1 hour and evaporated. The residue was partitioned between ether and water. The organic phase was dried, concentrated and the residue was purified over silica gel with methylene chloride. 3.6 g of dimethyl (2-methoxy-phenylsulphanyl)malonate, MS: M=270, were obtained. Starting materials: O (water), C(C)(C)(C)N(C(=O)C1=C(C(=C2N1CCC1=CC(=C(C=C21)OC(C)C)OC)C=2SC=CC2)CO)C (2-Hydroxymethyl-9-isopropoxy-8-methoxy-1-thiophen-2-yl-5,6-dihydro-pyrrolo[2,1-α]isoquinoline-3-carboxylic acid tert-butyl-methyl-amide), [H-].[Na+] (sodium hydride), IC (iodomethane). Run in C1CCOC1 (THF). Reaction conditions: time 18 hour. Product: C(C)(C)(C)N(C(=O)C1=C(C(=C2N1CCC1=CC(=C(C=C21)OC(C)C)OC)C=2SC=CC2)COC)C (9-Isopropoxy-8-methoxy-2-methoxymethyl-1-thiophen-2-yl-5,6-dihydro-pyrrolo[2,1-α]isoquinoline-3-carboxylic acid tert-butyl-methyl-amide). As a reaction SMILES: [C:1]([N:5]([CH3:34])[C:6]([C:8]1[N:12]2[CH2:13][CH2:14][C:15]3[C:20]([C:11]2=[C:10]([C:27]2[S:28][CH:29]=[CH:30][CH:31]=2)[C:9]=1[CH2:32][OH:33])=[CH:19][C:18]([O:21][CH:22]([CH3:24])[CH3:23])=[C:17]([O:25][CH3:26])[CH:16]=3)=[O:7])([CH3:4])([CH3:3])[CH3:2].[H-].[Na+].I[CH3:38].O>C1COCC1>[C:1]([N:5]([CH3:34])[C:6]([C:8]1[N:12]2[CH2:13][CH2:14][C:15]3[C:20]([C:11]2=[C:10]([C:27]2[S:28][CH:29]=[CH:30][CH:31]=2)[C:9]=1[CH2:32][O:33][CH3:38])=[CH:19][C:18]([O:21][CH:22]([CH3:24])[CH3:23])=[C:17]([O:25][CH3:26])[CH:16]=3)=[O:7])([CH3:4])([CH3:2])[CH3:3] |f:1.2|. Procedure details: A mixture of the product of example 40 (20 mg), sodium hydride (3.3 mg, 60% dispersion in oil) and iodomethane (13 μl) in THF (2.5 ml) was stirred for 18 h at room temperature. The reaction mixture was poured into water and extracted with ethyl acetate. The organic layers were combined, dried (MgSO4), filtered and concentrated in vacuo. The residue was purified by chromatography on silica gel in heptane/ethyl acetate [1/0→1/1 (v/v)] as eluent. Reactants: BrC1=C(C=C(N)C=C1)F (4-bromo-3-fluoroaniline), C1CCOC1 (THF), C([O-])(O)=O.[Na+] (sodium bicarbonate), 12-L, ClC(=O)OCC1=CC=CC=C1 (benzyl chloroformate). Run in O (water). Reaction conditions: temperature 50 celsius, time 1 hour. Yields the product BrC1=C(C=C(C=C1)NC(OCC1=CC=CC=C1)=O)F (benzyl (4-bromo-3-fluorophenyl)carbamate). The yield is 92.1%. Reaction SMILES: [Br:1][C:2]1[CH:8]=[CH:7][C:5]([NH2:6])=[CH:4][C:3]=1[F:9].C1COCC1.C(=O)(O)[O-].[Na+].Cl[C:21]([O:23][CH2:24][C:25]1[CH:30]=[CH:29][CH:28]=[CH:27][CH:26]=1)=[O:22]>O>[Br:1][C:2]1[CH:8]=[CH:7][C:5]([NH:6][C:21](=[O:22])[O:23][CH2:24][C:25]2[CH:30]=[CH:29][CH:28]=[CH:27][CH:26]=2)=[CH:4][C:3]=1[F:9] |f:2.3|. Procedure details: To a 12-L, three-neck, round-bottom flask equipped with an overhead stirrer, nitrogen inlet/outlet, addition funnel and thermocouple was charged 4-bromo-3-fluoroaniline (800.0 g, 4.21 mol, Matrix lot #Q13H), THF (6.4 L, 8 vol), and solid sodium bicarbonate (530.5 g, 6.32 mol, 1.5 eq). The addition funnel was charged with benzyl chloroformate (861.9 g, 5.05 mol, 1.2 eq), which was added dropwise to the reactor over 70 minutes. The temperature of the reaction was maintained below 20° C. with an ic... The reactants are Cl (HCl), N(=O)[O-].[Na+] (NaNO2), NC1=C(C(=O)OC)C=C(C=C1OC)Br (Methyl 2-amino-5-bromo-3-methoxybenzoate), Cu(I)Cl, Cl (HCl). Run in O (H2O), O (water), O (H2O). Run at time 1 hour. The product is BrC=1C=C(C(=C(C(=O)OC)C1)Cl)OC (Methyl 5-bromo-2-chloro-3-methoxybenzoate). Reaction SMILES: N[C:2]1[C:11]([O:12][CH3:13])=[CH:10][C:9]([Br:14])=[CH:8][C:3]=1[C:4]([O:6][CH3:7])=[O:5].[ClH:15].N([O-])=O.[Na+]>O>[Br:14][C:9]1[CH:10]=[C:11]([O:12][CH3:13])[C:2]([Cl:15])=[C:3]([CH:8]=1)[C:4]([O:6][CH3:7])=[O:5] |f:2.3|. Reported procedure: To a solution of compound 54 (27.0 g, 103 mmol) in H2O (70 mL) and conc.HCl (70 mL) was added dropwise a solution of NaNO2 (21.5 g, 311 mmol) in H2O (50 mL) at 0° C. After being stirred for 1 hour, a solution of Cu(I)Cl in conc.HCl (80 mL) was added to the reaction mixture dropwise at 0° C. The mixture was stirred at room temperature for 18 hours. To the mixture was added water (300 mL) and extracted with EtOAc (500 mL). The organic layer was dried over MgSO4, filtered, and concentrated in vacuo...